Dataset: the Open Reaction Database (ORD), a public repository of structured organic reaction records. Task: describe an organic reaction: reactants, conditions, products, and yield Starting materials: [N+](=O)([O-])C1=C2C=CC(=NC2=CC=C1)Cl (5-nitro-2-chloroquinoline), CC1=CC=C(O1)CN (5-methyl-2-furanmethanamine), FC=1C=C(C=CC1)S(=O)(=O)Cl (3-fluorobenzenesulfonylchloride). The product is FC=1C=C(C=CC1)S(=O)(=O)NC1=C2C=CC(=NC2=CC=C1)NCC=1OC(=CC1)C (3-Fluoro-N-{2-[(5-methyl-furan-2-ylmethyl)-amino]-quinolin-5-yl}-benzenesulfonamide). Reaction SMILES: [N+:1]([C:4]1[CH:13]=[CH:12][CH:11]=[C:10]2[C:5]=1[CH:6]=[CH:7][C:8](Cl)=[N:9]2)([O-])=O.[CH3:15][C:16]1[O:20][C:19]([CH2:21][NH2:22])=[CH:18][CH:17]=1.[F:23][C:24]1[CH:25]=[C:26]([S:30](Cl)(=[O:32])=[O:31])[CH:27]=[CH:28][CH:29]=1>>[F:23][C:24]1[CH:25]=[C:26]([S:30]([NH:1][C:4]2[CH:13]=[CH:12][CH:11]=[C:10]3[C:5]=2[CH:6]=[CH:7][C:8]([NH:22][CH2:21][C:19]2[O:20][C:16]([CH3:15])=[CH:17][CH:18]=2)=[N:9]3)(=[O:32])=[O:31])[CH:27]=[CH:28][CH:29]=1. Procedure: The title compound, MS: m/e=412.1 (M+H+), was prepared in accordance with the general method of example 58 from 5-nitro-2-chloroquinoline, 5-methyl-2-furanmethanamine and 3-fluorobenzenesulfonylchloride.